This data is from the Open Reaction Database (ORD), a public repository of structured organic reaction records. The task is: describe an organic reaction: reactants, conditions, products, and yield The reactants are P(=O)(Br)(Br)Br (phosphorus oxybromide), C(CCCC)C=1C=CC(NN1)=O (6-pentyl-3(2H)-pyridazinone), C(O)([O-])=O.[Na+] (sodium hydrogen carbonate), [OH-].[Na+] (sodium hydroxide). Run in C1(=CC=CC=C1)C (toluene), C1(=CC=CC=C1)C (toluene), O (water), C1(=CC=CC=C1)C (toluene). Reaction conditions: temperature 65 celsius, time 18 hour. Product: BrC=1N=NC(=CC1)CCCCC (3-bromo-6-pentylpyridazine). Isolated yield 144.0%. Reaction SMILES: P(Br)(Br)([Br:3])=O.[CH2:6]([C:11]1[CH:12]=[CH:13][C:14](=O)[NH:15][N:16]=1)[CH2:7][CH2:8][CH2:9][CH3:10].[OH-].[Na+].C(=O)([O-])O.[Na+]>C1(C)C=CC=CC=1.O>[Br:3][C:14]1[N:15]=[N:16][C:11]([CH2:6][CH2:7][CH2:8][CH2:9][CH3:10])=[CH:12][CH:13]=1 |f:2.3,4.5|. Procedure details: A solution of 18.6 g of phosphorus oxybromide in 18.6 g of absolute toluene was diluted with 100 ml of absolute toluene in a sulphonation flask under nitrogen, heated to 65° C. and treated dropwise within 1.5 hours with a solution of 21.6 g of 6-pentyl-3(2H)-pyridazinone (prepared according to Example 3) in 100 ml of absolute toluene. A grey coloured difficultly stirrable suspension formed occasionally. For the completion of the reaction, the mixture was stirred at 65° C. overnight (18 hours), t... Reactants: C(C(=O)Cl)(=O)Cl (Oxalyl chloride), OC1C(N(CO1)C1=CC(=CC=C1)OC(F)(F)F)=O (5-hydroxy-3-(3-trifluoromethoxyphenyl)oxazolidin-4-one). The reagents and catalysts are CN(C)C=O (DMF). Run in C(Cl)Cl (DCM). Yields the product ClC1C(N(CO1)C1=CC(=CC=C1)OC(F)(F)F)=O (5-Chloro-3-(3-trifluoromethoxyphenyl)oxazolidin-4-one). RXN SMILES: [C:1](Cl)(=[O:5])[C:2]([Cl:4])=[O:3].OC1OC[N:10]([C:13]2[CH:18]=[CH:17][CH:16]=[C:15]([O:19][C:20]([F:23])([F:22])[F:21])[CH:14]=2)[C:9]1=O>C(Cl)Cl.CN(C=O)C>[Cl:4][CH:2]1[O:3][CH2:9][N:10]([C:13]2[CH:18]=[CH:17][CH:16]=[C:15]([O:19][C:20]([F:21])([F:22])[F:23])[CH:14]=2)[C:1]1=[O:5]. Procedure: Oxalyl chloride (2.7 ml) was added dropwise over 1 min to a stirred solution of 5-hydroxy-3-(3-trifluoromethoxyphenyl)oxazolidin-4-one (8.17 g) in DCM (60 ml) containing DMF (1 drop) at 0° C. The mixture was allowed to warm to room temperature and once gas evolution had stopped the solvent was removed in vacuo to give the sub-title compound (8.5 g) which was used directly in the next step. Starting materials: ClS(=O)(=O)N=C=O (chlorosulfonyl isocyanate), ClC=1C=C(C=CC1Cl)O (3,4-dichlorophenol), O (water). Solvent: C1(=CC=CC=C1)C (toluene). Yields the product ClC=1C=C(C=CC1Cl)OS(N)(=O)=O (Sulfamic acid (3,4-dichlorophenyl) ester). Isolated yield 82.2%. Reaction SMILES: [Cl:1][C:2]1[CH:3]=[C:4]([OH:9])[CH:5]=[CH:6][C:7]=1[Cl:8].Cl[S:11]([N:14]=C=O)(=[O:13])=[O:12].O>C1(C)C=CC=CC=1>[Cl:1][C:2]1[CH:3]=[C:4]([O:9][S:11](=[O:13])(=[O:12])[NH2:14])[CH:5]=[CH:6][C:7]=1[Cl:8]. Procedure: A solution of 16.3 g (0.1 mole) of 3,4-dichlorophenol in 100 ml of toluene was heated at reflux utilizing a Dean-Stark trap to remove any water that may have been present. The solution was cooled in an ice bath, treated with 9.1 ml (14.8 g, 0.105 mole) of chlorosulfonyl isocyanate, and heated at reflux overnight. The solution was cooled in an ice bath, vigorously stirred, and treated dropwise with water until gas evolution ceased. The solid which precipitated was collected by filtration, washed ...